This data is from the Open Reaction Database (ORD), a public repository of structured organic reaction records. The task is: describe an organic reaction: reactants, conditions, products, and yield Starting materials: ClC=1C=C(C=C(C1)F)C1=CC(=NN1C=1C=NC=C(C1)Cl)C(=O)O (5-(3-Chloro-5-fluorophenyl)-1-(5-chloropyridin-3-yl)-1H-pyrazole-3-carboxylic acid), ClC=1C=C(C=C(C1)F)C1=CC(=NN1C1=NC=CC=C1)C(=O)N1CNC(C1)=O (1-{[5-(3-Chloro-5-fluorophenyl)-1-(pyridin-2-yl)-1H-pyrazol-3-yl]carbonyl}imidazolidin-4-one), O=C1NCCNC1 (2-oxopiperazine). Product: ClC=1C=C(C=C(C1)F)C1=CC(=NN1C=1C=NC=C(C1)Cl)C(=O)N1C(CNCC1)=O (([5-(3-Chloro-5-fluorophenyl)-1-(5-chloropyridin-3-yl)-1H-pyrazol-3-yl]carbonyl}piperazin-2-one). RXN SMILES: [Cl:1][C:2]1[CH:3]=[C:4]([C:9]2[N:13]([C:14]3[CH:15]=[N:16][CH:17]=[C:18]([Cl:20])[CH:19]=3)[N:12]=[C:11]([C:21]([OH:23])=O)[CH:10]=2)[CH:5]=[C:6]([F:8])[CH:7]=1.ClC1C=C(C2N(C3C=CC=CN=3)N=C([C:43]([N:45]3[CH2:49][C:48](=[O:50])[NH:47][CH2:46]3)=O)C=2)C=C(F)C=1.O=C1CNCCN1>>[Cl:1][C:2]1[CH:3]=[C:4]([C:9]2[N:13]([C:14]3[CH:15]=[N:16][CH:17]=[C:18]([Cl:20])[CH:19]=3)[N:12]=[C:11]([C:21]([N:47]3[CH2:46][CH2:43][NH:45][CH2:49][C:48]3=[O:50])=[O:23])[CH:10]=2)[CH:5]=[C:6]([F:8])[CH:7]=1. Reported procedure: 75 mg (0.21 mmol) of the compound of Example 26A is reacted analogously to the synthesis of the compound of Example 1 with 23 mg (0.23 mmol) of 2-oxopiperazine. 77 mg (83% of theory) of the title compound is obtained. Starting materials: NC[C@@H]1[C@H]2C[C@H]2CN1C(=O)C=1N=C(SC1C=1C=C(C=CC1)C)C (((1S,2S,5R)-2-Aminomethyl-3-aza-bicyclo[3.1.0]hex-3-yl)-(2-methyl-5-m-tolyl-thiazol-4-yl)-methanone), COC1=C(C=C(C(=O)O)C=C1)C(F)(F)F (4-Methoxy-3-trifluoromethyl-benzoic acid). The product is COC1=C(C=C(C(=O)NC[C@@H]2[C@H]3C[C@H]3CN2C(=O)C=2N=C(SC2C=2C=C(C=CC2)C)C)C=C1)C(F)(F)F (4-Methoxy-N-[(1S,2S,5R)-3-(2-methyl-5-m-tolyl-thiazole-4-carbonyl)-3-aza-bicyclo[3.1.0]hex-2-ylmethyl]-3-trifluoromethyl-benzamide). Reaction SMILES: [NH2:1][CH2:2][C@H:3]1[N:8]([C:9]([C:11]2[N:12]=[C:13]([CH3:23])[S:14][C:15]=2[C:16]2[CH:17]=[C:18]([CH3:22])[CH:19]=[CH:20][CH:21]=2)=[O:10])[CH2:7][C@H:6]2[C@@H:4]1[CH2:5]2.[CH3:24][O:25][C:26]1[CH:34]=[CH:33][C:29]([C:30](O)=[O:31])=[CH:28][C:27]=1[C:35]([F:38])([F:37])[F:36]>>[CH3:24][O:25][C:26]1[CH:34]=[CH:33][C:29]([C:30]([NH:1][CH2:2][C@H:3]2[N:8]([C:9]([C:11]3[N:12]=[C:13]([CH3:23])[S:14][C:15]=3[C:16]3[CH:17]=[C:18]([CH3:22])[CH:19]=[CH:20][CH:21]=3)=[O:10])[CH2:7][C@H:6]3[C@@H:4]2[CH2:5]3)=[O:31])=[CH:28][C:27]=1[C:35]([F:36])([F:37])[F:38]. Procedure details: prepared by reaction of ((1S,2S,5R)-2-Aminomethyl-3-aza-bicyclo[3.1.0]hex-3-yl)-(2-methyl-5-m-tolyl-thiazol-4-yl)-methanone with 4-Methoxy-3-trifluoromethyl-benzoic acid. LC-MS (basic): tR=0.96 min; [M+H]+=530.0. Starting materials: C=CCC1Oc2c(C)c(C)c(OCOC)c(C)c2S1, CC(=O)O, O=S(=O)(O)O. Yields the product C=CCC1Oc2c(C)c(C)c(O)c(C)c2S1. As a reaction SMILES: [CH2:1]([CH:2]=[CH2:3])[CH:4]1[O:5][c:6]2[c:7]([c:9]([CH3:19])[c:10]([O:15][CH2:16][O:17][CH3:18])[c:11]([CH3:14])[c:12]2[CH3:13])[S:8]1.[CH3:25][C:26](=[O:27])[OH:28].[S:20](=[O:21])(=[O:22])([OH:23])[OH:24]>>[CH2:1]([CH:2]=[CH2:3])[CH:4]1[O:5][c:6]2[c:7]([c:9]([CH3:19])[c:10]([OH:15])[c:11]([CH3:14])[c:12]2[CH3:13])[S:8]1. The reactants are COc1ccc([N+](=O)[O-])c(N)n1, CC(=O)O, O=C1CCC(=O)N1I. The product is COc1nc(N)c([N+](=O)[O-])cc1I. Reaction SMILES: [CH3:1][O:2][c:3]1[cH:4][cH:5][c:6]([N+:10](=[O:11])[O-:12])[c:7]([NH2:9])[n:8]1.[CH3:21][C:22](=[O:23])[OH:24].[I:13][N:14]1[C:15](=[O:16])[CH2:17][CH2:18][C:19]1=[O:20]>>[CH3:1][O:2][c:3]1[c:4]([I:13])[cH:5][c:6]([N+:10](=[O:11])[O-:12])[c:7]([NH2:9])[n:8]1. Starting materials: O=C([O-])[O-], CS(=O)(=O)Cl, ClCCl, [K+], [K+], c1ccc(Oc2ccc(NCc3cccnc3)cc2)cc1. The product is CS(=O)(=O)N(Cc1cccnc1)c1ccc(Oc2ccccc2)cc1. As a reaction SMILES: [C:27](=[O:28])([O-:29])[O-:30].[CH3:22][S:23]([Cl:24])(=[O:25])=[O:26].[Cl:33][CH2:34][Cl:35].[K+:31].[K+:32].[O:1]([c:2]1[cH:3][cH:4][cH:5][cH:6][cH:7]1)[c:8]1[cH:9][cH:10][c:11]([NH:14][CH2:15][c:16]2[cH:17][n:18][cH:19][cH:20][cH:21]2)[cH:12][cH:13]1>>[O:1]([c:2]1[cH:3][cH:4][cH:5][cH:6][cH:7]1)[c:8]1[cH:9][cH:10][c:11]([N:14]([CH2:15][c:16]2[cH:17][n:18][cH:19][cH:20][cH:21]2)[S:23]([CH3:22])(=[O:25])=[O:26])[cH:12][cH:13]1. Starting materials: CC=1NC2=CC=CC=C2C1SC=1C=C(C=CC1)CC(=O)O ([3-(2-methyl-1H-indol-3-ylsulfanyl)-phenyl]-acetic acid), C(C1=CC=CC=C1)Br (benzyl bromide). The product is C(C1=CC=CC=C1)N1C(=C(C2=CC=CC=C12)SC=1C=C(C=CC1)CC(=O)O)C ([3-(1-Benzyl-2-methyl-1H-indol-3-ylsulfanyl)-phenyl]-acetic acid). As a reaction SMILES: [CH3:1][C:2]1[NH:3][C:4]2[C:9]([C:10]=1[S:11][C:12]1[CH:13]=[C:14]([CH2:18][C:19]([OH:21])=[O:20])[CH:15]=[CH:16][CH:17]=1)=[CH:8][CH:7]=[CH:6][CH:5]=2.[CH2:22](Br)[C:23]1[CH:28]=[CH:27][CH:26]=[CH:25][CH:24]=1>>[CH2:22]([N:3]1[C:4]2[C:9](=[CH:8][CH:7]=[CH:6][CH:5]=2)[C:10]([S:11][C:12]2[CH:13]=[C:14]([CH2:18][C:19]([OH:21])=[O:20])[CH:15]=[CH:16][CH:17]=2)=[C:2]1[CH3:1])[C:23]1[CH:28]=[CH:27][CH:26]=[CH:25][CH:24]=1. Reported procedure: Prepared according to the procedure described in Example 4, Step 1, using the following starting materials: [3-(2-methyl-1H-indol-3-ylsulfanyl)-phenyl]-acetic acid and benzyl bromide.